From a dataset of the Open Reaction Database (ORD), a public repository of structured organic reaction records. describe an organic reaction: reactants, conditions, products, and yield Starting materials: Clc1ccc(OCCCCC#CCCCCCCCCBr)cc1, CCO, [Na], CCOC(=O)c1ccc(O)cc1. Yields the product CCOC(=O)c1ccc(OCCCCCCCCC#CCCCCOc2ccc(Cl)cc2)cc1. As a reaction SMILES: [Br:14][CH2:15][CH2:16][CH2:17][CH2:18][CH2:19][CH2:20][CH2:21][CH2:22][C:23]#[C:24][CH2:25][CH2:26][CH2:27][CH2:28][O:29][c:30]1[cH:31][cH:32][c:33]([Cl:36])[cH:34][cH:35]1.[CH3:37][CH2:38][OH:39].[Na:1].[OH:2][c:3]1[cH:4][cH:5][c:6]([C:7](=[O:8])[O:9][CH2:10][CH3:11])[cH:12][cH:13]1>>[O:2]([c:3]1[cH:4][cH:5][c:6]([C:7](=[O:8])[O:9][CH2:10][CH3:11])[cH:12][cH:13]1)[CH2:15][CH2:16][CH2:17][CH2:18][CH2:19][CH2:20][CH2:21][CH2:22][C:23]#[C:24][CH2:25][CH2:26][CH2:27][CH2:28][O:29][c:30]1[cH:31][cH:32][c:33]([Cl:36])[cH:34][cH:35]1. Reactants: NC=1C=CC2=C(N(C(CO2)=O)CC#C)C1 (6-amino-4-(2-propynyl)-2H-1,4-benzoxazin-3(4H)-one), C1(C2=C(C(=O)O1)CCCC2)=O (3,4,5,6-tetrahydrophthalic anhydride), C(C)(=O)O (acetic acid). The solvent is O (water). Yields the product C(C#C)N1C(COC2=C1C=C(C=C2)N2C(C=1CCCCC1C2=O)=O)=O (2-[4-(2-propynyl)-2H-1,4-benzoxazin-3(4H)-on-6-yl]-4,5,6,7-tetrahydro-2H-isoindole-1,3-dione). Isolated yield 30.1%. Reaction SMILES: [NH2:1][C:2]1[CH:3]=[CH:4][C:5]2[O:10][CH2:9][C:8](=[O:11])[N:7]([CH2:12][C:13]#[CH:14])[C:6]=2[CH:15]=1.[C:16]1(=O)[O:21][C:19](=[O:20])[C:18]2[CH2:22][CH2:23][CH2:24][CH2:25][C:17]1=2.C(O)(=O)C>O>[CH2:12]([N:7]1[C:6]2[CH:15]=[C:2]([N:1]3[C:19](=[O:20])[C:18]4[CH2:22][CH2:23][CH2:24][CH2:25][C:17]=4[C:16]3=[O:21])[CH:3]=[CH:4][C:5]=2[O:10][CH2:9][C:8]1=[O:11])[C:13]#[CH:14]. Procedure: A mixture of 6-amino-4-(2-propynyl)-2H-1,4-benzoxazin-3(4H)-one (0.8 g), 3,4,5,6-tetrahydrophthalic anhydride (0.61 g) and acetic acid (20 ml) was heated under reflux for 2 hours. After being allowed to cool, water was added to the mixture, and the precipitated crystals were collected by filtration and washed with water. Recrystallization from ethanol gave 2-[4-(2-propynyl)-2H-1,4-benzoxazin-3(4H)-on-6-yl]-4,5,6,7-tetrahydro-2H-isoindole-1,3-dione (0.4 g). m.p., 205°-206° C. Starting materials: CC1(C=2C=CC(=CC2C(CC1)(C)C)C1=CC=CC(=N1)N1CCNCC1)C (1-[6-(5,5,8,8-tetramethyl-5,6,7,8-tetrahydronaphthalen-2-yl)-pyridin-2-yl]piperazine), C(C)(C)(C)OC(=O)N[C@@H]([C@H](O)C)C(=O)O (N-(tert-butoxycarbonyl)-L-threonine), C=1C=CC2=C(C1)N=NN2O (HOBt), Cl.CN(CCCN=C=NCC)C (N-(3-dimethylaminopropyl)-N′-ethylcarbodiimide hydrochloride), CCN(C(C)C)C(C)C (DIPEA). Run in C1CCOC1 (THF). Run at time 18 hour. Yields the product N[C@H](C(=O)N1CCN(CC1)C1=NC(=CC=C1)C1=CC=2C(CCC(C2C=C1)(C)C)(C)C)C(C)O ((S)-2-Amino-3-hydroxy-1-{4-[6-(5,5,8,8-tetramethyl-5,6,7,8-tetrahydronaphthalen-2-yl)pyridin-2-yl]piperazin-1-yl}butan-1-one). RXN SMILES: [CH3:1][C:2]1([CH3:26])[CH2:11][CH2:10][C:9]([CH3:13])([CH3:12])[C:8]2[CH:7]=[C:6]([C:14]3[N:19]=[C:18]([N:20]4[CH2:25][CH2:24][NH:23][CH2:22][CH2:21]4)[CH:17]=[CH:16][CH:15]=3)[CH:5]=[CH:4][C:3]1=2.C(OC([NH:34][C@H:35]([C:39](O)=[O:40])[C@@H:36]([CH3:38])[OH:37])=O)(C)(C)C.C1C=CC2N(O)N=NC=2C=1.Cl.CN(C)CCCN=C=NCC.CCN(C(C)C)C(C)C>C1COCC1>[NH2:34][C@@H:35]([CH:36]([OH:37])[CH3:38])[C:39]([N:23]1[CH2:22][CH2:21][N:20]([C:18]2[CH:17]=[CH:16][CH:15]=[C:14]([C:6]3[CH:5]=[CH:4][C:3]4[C:2]([CH3:26])([CH3:1])[CH2:11][CH2:10][C:9]([CH3:12])([CH3:13])[C:8]=4[CH:7]=3)[N:19]=2)[CH2:25][CH2:24]1)=[O:40] |f:3.4|. Procedure: 200 mg (0.57 mmol) of 1-[6-(5,5,8,8-tetramethyl-5,6,7,8-tetrahydronaphthalen-2-yl)-pyridin-2-yl]piperazine, 138 mg (0.629 mmol) of N-(tert-butoxycarbonyl)-L-threonine, 105 mg (0.69 mmol) of HOBt, 132 mg (0.69 mmol) of N-(3-dimethylaminopropyl)-N′-ethylcarbodiimide hydrochloride and 291 μl (1.72 mmol) of DIPEA are dissolved in 5 ml of THF and stirred at room temperature for 18 h. The crude product was purified by column chromatography and silica gel, dissolved in dioxane, and an excess of 4N HCl ... The solvent is C1CCOC1 (THF), C1CCOC1 (THF). Run at time 2 hour. Starting materials: C(C)(CC)[Li] (s-butyl lithium), BrC=C1C2=C(OCC3=C1C=CC=C3)C=CC=C2 (11-Bromomethylene-6,11-dihydro-dibenzo[b,e]oxepine), C1=CC=C(C=C1)S(=O)(=O)N(F)S(=O)(=O)C2=CC=CC=C2 (N-fluorobenzene sulfonimide). The product is FC=C1C2=C(OCC3=C1C=CC=C3)C=CC=C2 (11-Fluoromethylene-6,11-dihydro-dibenzo[b,e]oxepine). Reported procedure: Dissolve 11-Bromomethylene-6,11-dihydro-dibenzo[b,e]oxepine (1 eq.) in dry THF (0.1 M). Cool the solution to −78 C in a dry ice/acetone bath. Slowly add s-butyl lithium (1.2 eq., 1.3 M in cyclohexane) to the above solution. Stir the dark brown solution at −78 C. for two hours. Add a solution of N-fluorobenzene sulfonimide (1.2 eq.) in dry THF (0.4 M) over 2 minutes. Remove the cold bath and allow the reaction mixture to warm to ambient temperature. Stir the reaction mixture at room temperature f... As a reaction SMILES: Br[CH:2]=[C:3]1[C:9]2[CH:10]=[CH:11][CH:12]=[CH:13][C:8]=2[CH2:7][O:6][C:5]2[CH:14]=[CH:15][CH:16]=[CH:17][C:4]1=2.C([Li])(CC)C.C1C=CC(S(N(S(C2C=CC=CC=2)(=O)=O)[F:33])(=O)=O)=CC=1>C1COCC1>[F:33][CH:2]=[C:3]1[C:9]2[CH:10]=[CH:11][CH:12]=[CH:13][C:8]=2[CH2:7][O:6][C:5]2[CH:14]=[CH:15][CH:16]=[CH:17][C:4]1=2. Starting materials: starch iodide, ClC1=NC=CC(=C1)C(C)(C)C (2-Chloro-4-t-butylpyridine), S([O-])(O)(=O)=O.[Na+] (sodium bisulfate), C1=CC(=CC(=C1)Cl)C(=O)OO (MCPBA). Solvent: C(Cl)(Cl)Cl (chloroform). Product: ClC1=[N+](C=CC(=C1)C(C)(C)C)[O-] (2-chloro-4-t-butylpyridine-N-oxide). The yield is 90.0%. Reaction SMILES: [Cl:1][C:2]1[CH:7]=[C:6]([C:8]([CH3:11])([CH3:10])[CH3:9])[CH:5]=[CH:4][N:3]=1.C1C=C(Cl)C=C(C(OO)=[O:20])C=1.S(=O)(=O)(O)[O-].[Na+]>C(Cl)(Cl)Cl>[Cl:1][C:2]1[CH:7]=[C:6]([C:8]([CH3:11])([CH3:10])[CH3:9])[CH:5]=[CH:4][N+:3]=1[O-:20] |f:2.3|. Procedure: 2-Chloro-4-t-butylpyridine (5.0 g, 30 mmol) was dissolved in chloroform (75 mL), treated with MCPBA, ca. 75% (8.3 g, 36 mmol, 1.2 equivalents) and heated to reflux for 19 h. The mixture was stirred with sodium bisulfate solution until testing with starch-iodide paper indicated consumption of oxidant. The pH was adjusted to 7 with saturated aqueous NaHCO3 solution, the phases separated and the aqueous phase extracted once with CH2Cl2. The organic phases were pooled and washed twice with H2O, once... Starting materials: BrC=1SC2=C(N1)C=CC(=C2)OC (2-Bromo-6-methoxy-1,3-benzothiazole), BrC1=NC=C(C=C1)B1OC(C(O1)(C)C)(C)C (2-bromo-5-(4,4,5,5-tetramethyl-1,3,2-dioxaborolan-2-yl)pyridine), COC1=CC2=C(N=C(S2)C=2C=NC(=NC2)N)C=C1 (5-(6-methoxy-1,3-benzothiazol-2-yl)pyrimidin-2-amine). Reaction conditions: time 2 hour. Product: S1C(=NC2=C1C=CC=C2)C=2C=CC(=NC2)NC (5-(1,3-Benzothiazol-2-yl)-N-methylpyridin-2-amine). Reaction SMILES: BrC1S[C:4]2C=C(OC)C=C[C:5]=2N=1.BrC1C=CC(B2OC(C)(C)C(C)(C)O2)=CN=1.CO[C:31]1[CH:46]=[CH:45][C:34]2[N:35]=[C:36]([C:38]3[CH:39]=[N:40][C:41](N)=[N:42][CH:43]=3)[S:37][C:33]=2[CH:32]=1>>[S:37]1[C:33]2[CH:32]=[CH:31][CH:46]=[CH:45][C:34]=2[N:35]=[C:36]1[C:38]1[CH:4]=[CH:5][C:41]([NH:42][CH3:43])=[N:40][CH:39]=1. Procedure: 2-Bromo-6-methoxy-1,3-benzothiazole (49 mg, 0.20 mmol) and 2-bromo-5-(4,4,5,5-tetramethyl-1,3,2-dioxaborolan-2-yl)pyridine (68 mg, 0.24 mmol) were reacted according to the procedure used for the preparation of 5-(6-methoxy-1,3-benzothiazol-2-yl)pyrimidin-2-amine, with the following exceptions: The reaction was stirred for 2 h and was then allowed to reach rt on. The mixture was filtered through a plug of silica and Na2SO4, eluting with DCM. The volume of the filtrate was reduced in a centrifuge ...